From a dataset of the Open Reaction Database (ORD), a public repository of structured organic reaction records. describe an organic reaction: reactants, conditions, products, and yield Reactants: IC=1C=NNC1 (4-iodo-1H-pyrazole), BrCC1CCNC(O1)=O (6-(bromomethyl)-1,3-oxazinan-2-one), C([O-])([O-])=O.[Cs+].[Cs+] (cesium carbonate), [I-].[K+] (potassium iodide). The solvent is CN(C)C=O (DMF), O (water). Run at temperature 80 celsius, time 12 hour. Product: IC=1C=NN(C1)CC1CCNC(O1)=O (6-((4-iodo-1H-pyrazol-1-yl)methyl)-1,3-oxazinan-2-one). As a reaction SMILES: [I:1][C:2]1[CH:3]=[N:4][NH:5][CH:6]=1.Br[CH2:8][CH:9]1[O:14][C:13](=[O:15])[NH:12][CH2:11][CH2:10]1.C(=O)([O-])[O-].[Cs+].[Cs+].[I-].[K+]>CN(C=O)C.O>[I:1][C:2]1[CH:3]=[N:4][N:5]([CH2:8][CH:9]2[O:14][C:13](=[O:15])[NH:12][CH2:11][CH2:10]2)[CH:6]=1 |f:2.3.4,5.6|. Procedure: A mixture of 4-iodo-1H-pyrazole (1 g, 5 mmol), 6-(bromomethyl)-1,3-oxazinan-2-one (1 g, 5 mmol), cesium carbonate (3.2 g, 10 mmol) and potassium iodide (20 mg, 0.1 mmol) in DMF (80 mL) was stirred at 80° C. for 12 hours. After cooling to room temperature, the mixture was diluted with water and extracted with DCM. The organic layer was concentrated under reduced pressure to afford 6-((4-iodo-1H-pyrazol-1-yl)methyl)-1,3-oxazinan-2-one. MS ESI calc'd. for C8H11IN3O2 [M+H]+ 308. found 308. Reactants: NC(=O)CBr, O=C([O-])[O-], CN(C)C=O, [Cs+], [Cs+], CC(C)CNn1c(=O)c(C2=NS(=O)(=O)c3cc(O)ccc3N2)c(O)c2ccccc21. The product is CC(C)CNn1c(=O)c(C2=NS(=O)(=O)c3cc(OCC(N)=O)ccc3N2)c(O)c2ccccc21. RXN SMILES: [Br:37][CH2:38][C:39](=[O:40])[NH2:41].[C:31](=[O:32])([O-:33])[O-:34].[CH3:42][N:43]([CH3:44])[CH:45]=[O:46].[Cs+:35].[Cs+:36].[OH:1][c:2]1[c:3]([C:18]2=[N:19][S:20](=[O:29])(=[O:30])[c:21]3[c:22]([cH:24][cH:25][c:26]([OH:28])[cH:27]3)[NH:23]2)[c:4](=[O:17])[n:5]([NH:12][CH2:13][CH:14]([CH3:15])[CH3:16])[c:6]2[cH:7][cH:8][cH:9][cH:10][c:11]12>>[OH:1][c:2]1[c:3]([C:18]2=[N:19][S:20](=[O:29])(=[O:30])[c:21]3[c:22]([cH:24][cH:25][c:26]([O:28][CH2:38][C:39](=[O:40])[NH2:41])[cH:27]3)[NH:23]2)[c:4](=[O:17])[n:5]([NH:12][CH2:13][CH:14]([CH3:15])[CH3:16])[c:6]2[cH:7][cH:8][cH:9][cH:10][c:11]12.